From a dataset of the Open Reaction Database (ORD), a public repository of structured organic reaction records. describe an organic reaction: reactants, conditions, products, and yield Reactants: C(C)(=O)NC12CC3C(C(CC(C1)C3)C2)=O (1-acetamido-4-oxoadamantane), [BH4-].[Na+] (NaBH4). Run in CO (MeOH). Product: C(C)(=O)NC12CC3C(C(CC(C1)C3)C2)O (1-acetamido-4-hydroxyadamantane). Reaction SMILES: [C:1]([NH:4][C:5]12[CH2:14][CH:9]3[CH2:10][CH:11]([CH2:13][CH:7]([C:8]3=[O:15])[CH2:6]1)[CH2:12]2)(=[O:3])[CH3:2].[BH4-].[Na+]>CO>[C:1]([NH:4][C:5]12[CH2:14][CH:9]3[CH2:10][CH:11]([CH2:13][CH:7]([CH:8]3[OH:15])[CH2:6]1)[CH2:12]2)(=[O:3])[CH3:2] |f:1.2|. Procedure details: A stirred solution of 1-acetamido-4-oxoadamantane (420 mg, 2.0 mmol) in MeOH (20 mL) was cooled in an ice bath and an NaBH4 caplet (1.0 g, 26 mmol) was added. The mixture was stirred over the weekend at rt and evaporated to dryness. The residue was taken up in EtOAc (90 mL), washed with 5% aq HCl (20 mL) and satd aq NaHCO3 (20 mL), and dried over MgSO4. Removal of the solvent left 1-acetamido-4-hydroxyadamantane (170 mg, 40%). Reactants: COCCC(=O)NCCN(C)C, [Na+], [OH-]. Yields the product C=CC(=O)NCCN(C)C. Reaction SMILES: [CH3:1][N:2]([CH2:3][CH2:4][NH:5][C:6]([CH2:7][CH2:8][O:9][CH3:10])=[O:11])[CH3:12].[Na+:14].[OH-:13]>>[CH3:1][N:2]([CH2:3][CH2:4][NH:5][C:6]([CH:7]=[CH2:8])=[O:11])[CH3:12].